From a dataset of the Open Reaction Database (ORD), a public repository of structured organic reaction records. describe an organic reaction: reactants, conditions, products, and yield The reactants are BrC=1C=C(C=C(C1)OC(F)(F)F)C1=CC(=NN1C1=CC=NC=C1)C(=O)O (5-(3-Bromo-5-trifluoromethoxyphenyl)-1-(pyridin-4-yl)-1H-pyrazole-3-carboxylic acid), ClC=1C=C(C=C(C1)F)C1=CC(=NN1C1=NC=CC=C1)C(=O)N1CNC(C1)=O (1-{[5-(3-Chloro-5-fluorophenyl)-1-(pyridin-2-yl)-1H-pyrazol-3-yl]carbonyl}imidazolidin-4-one), Cl.N1C(NC=C1)=O (4-imidazolinone-hydrochloride). The product is BrC=1C=C(C=C(C1)OC(F)(F)F)C1=CC(=NN1C1=CC=NC=C1)C(=O)N1CNC(C1)=O (1-({5-[3-Bromo-5-(trifluoromethoxy)phenyl]-1-(pyridin-4-yl)-1H-pyrazol-3-yl}carbonyl)imidazolidin-4-one). RXN SMILES: [Br:1][C:2]1[CH:3]=[C:4]([C:13]2[N:17]([C:18]3[CH:23]=[CH:22][N:21]=[CH:20][CH:19]=3)[N:16]=[C:15]([C:24](O)=[O:25])[CH:14]=2)[CH:5]=[C:6]([O:8][C:9]([F:12])([F:11])[F:10])[CH:7]=1.ClC1C=C(C2N(C3C=CC=CN=3)N=C(C([N:48]3[CH2:52][C:51](=[O:53])[NH:50][CH2:49]3)=O)C=2)C=C(F)C=1.Cl.N1C=CNC1=O>>[Br:1][C:2]1[CH:3]=[C:4]([C:13]2[N:17]([C:18]3[CH:19]=[CH:20][N:21]=[CH:22][CH:23]=3)[N:16]=[C:15]([C:24]([N:48]3[CH2:52][C:51](=[O:53])[NH:50][CH2:49]3)=[O:25])[CH:14]=2)[CH:5]=[C:6]([O:8][C:9]([F:12])([F:10])[F:11])[CH:7]=1 |f:2.3|. Reported procedure: 22 mg (0.05 mmol) of the compound of Example 45A is reacted analogously to the synthesis of the compound of Example 1 with 7 mg (0.06 mmol) of 4-imidazolinone-hydrochloride. 24 mg (94% of theory) of the title compound is obtained. The reactants are ClCCl, CCOC(C)=O, CO, Cc1ccccc1, CON=C(COc1cccc(Cl)c1)CP(=O)(OC)OC, COP(=O)(CC(COc1cccc(Cl)c1)=NNC(N)=O)OC. The product is COP(=O)(CC(=O)COc1cccc(Cl)c1)OC. As a reaction SMILES: [CH2:58]([Cl:59])[Cl:60].[CH3:43][CH2:44][O:45][C:46](=[O:47])[CH3:48].[CH3:49][OH:50].[CH3:51][c:52]1[cH:53][cH:54][cH:55][cH:56][cH:57]1.[Cl:1][c:2]1[cH:3][c:4]([O:5][CH2:6][C:7]([CH2:8][P:9]([O:10][CH3:11])([O:12][CH3:13])=[O:14])=[N:15][O:16][CH3:17])[cH:18][cH:19][cH:20]1.[Cl:21][c:22]1[cH:23][c:24]([O:25][CH2:29][C:30](=[N:31][NH:32][C:33]([NH2:34])=[O:35])[CH2:36][P:37](=[O:38])([O:39][CH3:40])[O:41][CH3:42])[cH:26][cH:27][cH:28]1>>[Cl:1][c:2]1[cH:3][c:4]([O:5][CH2:6][C:7]([CH2:8][P:9]([O:10][CH3:11])([O:12][CH3:13])=[O:14])=[O:25])[cH:18][cH:19][cH:20]1. Starting materials: ClC=1C=C(N)C=CC1Cl (3,4-dichloroaniline), C(C(=O)C)(=O)OCCCC (n-butyl pyruvate). Product: C(CCC)OC([C@@H](NC1=CC(=C(C=C1)Cl)Cl)C)=O (N-(3,4-dichlorophenyl)alanine n-butyl ester). Reaction SMILES: [Cl:1][C:2]1[CH:3]=[C:4]([CH:6]=[CH:7][C:8]=1[Cl:9])[NH2:5].[C:10]([O:15][CH2:16][CH2:17][CH2:18][CH3:19])(=[O:14])[C:11]([CH3:13])=O>>[CH2:16]([O:15][C:10](=[O:14])[C@H:11]([CH3:13])[NH:5][C:4]1[CH:6]=[CH:7][C:8]([Cl:9])=[C:2]([Cl:1])[CH:3]=1)[CH2:17][CH2:18][CH3:19]. Procedure: Following General Procedure AA above and using 3,4-dichloroaniline (Aldrich) and n-butyl pyruvate (prepared by following General Procedure AO above using n-butanol in place of iso-butanol), the title compound was prepared. The reaction was monitored by tlc on silica gel (Rf=0.7 in 25% EtOAc/hexanes) and purification was by preparative plate chromatography (silica gel using 25% EtOAc/hexanes as the eluant). Starting materials: CC(=C(F)F)C(F)F, O, O=S(=O)(O)O. Yields the product CC(O)(C(F)F)C(F)F. Reaction SMILES: [CH3:1][C:2](=[C:3]([F:4])[F:5])[CH:6]([F:7])[F:8].[OH2:14].[S:9]([OH:10])(=[O:11])(=[O:12])[OH:13]>>[CH3:1][C:2]([CH:3]([F:4])[F:5])([CH:6]([F:7])[F:8])[OH:10].